This data is from the Open Reaction Database (ORD), a public repository of structured organic reaction records. The task is: describe an organic reaction: reactants, conditions, products, and yield The reactants are O (water), [Na].[N+](=O)([O-])C1=C(C=CC=C1)O (o-nitrophenol sodium salt), C([O-])([O-])=O.[Na+].[Na+] (sodium carbonate), Cl.CN1C(=NC=C1)CCl (1-methyl-2-chloromethylimidazole hydrochloride). The solvent is CN(C=O)C (N,N-dimethylformamide). Product: CN1C(=NC=C1)COC1=C(C=CC=C1)[N+](=O)[O-] (1-methyl-2-[(2-nitrophenoxy)methyl]-1H-imidazole). Yield: 41.9%. RXN SMILES: [Na].[N+:2]([C:5]1[CH:10]=[CH:9][CH:8]=[CH:7][C:6]=1[OH:11])([O-:4])=[O:3].C(=O)([O-])[O-].[Na+].[Na+].Cl.[CH3:19][N:20]1[CH:24]=[CH:23][N:22]=[C:21]1[CH2:25]Cl.O>CN(C)C=O>[CH3:19][N:20]1[CH:24]=[CH:23][N:22]=[C:21]1[CH2:25][O:11][C:6]1[CH:7]=[CH:8][CH:9]=[CH:10][C:5]=1[N+:2]([O-:4])=[O:3] |f:0.1,2.3.4,5.6,^1:0|. Procedure: A solution of 1.92 g (11.97 mmol) of o-nitrophenol sodium salt, 3.8 g (35.9 mmol) of sodium carbonate, 2 g (11.97 mmol) of 1-methyl-2-chloromethylimidazole hydrochloride in 30 ml of N,N-dimethylformamide were heated at 50° C. for 2 hours. The mixture was then poured into water and extracted with ethylacetate. The organic layer was washed with brine, dried over sodium sulfate and evaporated, affording 1.17 g of the title compound, recrystallized from diethylether.